Dataset: the Open Reaction Database (ORD), a public repository of structured organic reaction records. Task: describe an organic reaction: reactants, conditions, products, and yield Starting materials: C(C)OC(=O)C1=C(N=C2N1CC(N2C2=C(C=C(C=C2C)C)C)=O)C(F)(F)F (6-oxo-2-trifluoromethyl-7-(2,4,6-trimethyl-phenyl)-6,7-dihydro-5H-imidazo[1,2-a]imidazole-3-carboxylic acid ethyl ester), P(=O)(Cl)(Cl)Cl (phosphorus oxychloride). Product: C(C)OC(=O)C1=C(N=C2N1C=C(N2C2=C(C=C(C=C2C)C)C)Cl)C(F)(F)F (6-Chloro-2-trifluoromethyl-7-(2,4,6-trimethyl-phenyl)-7H-imidazo[1,2-a]imidazole-3-carboxylic acid ethyl ester). RXN SMILES: [CH2:1]([O:3][C:4]([C:6]1[N:10]2[CH2:11][C:12](=O)[N:13]([C:14]3[C:19]([CH3:20])=[CH:18][C:17]([CH3:21])=[CH:16][C:15]=3[CH3:22])[C:9]2=[N:8][C:7]=1[C:24]([F:27])([F:26])[F:25])=[O:5])[CH3:2].P(Cl)(Cl)([Cl:30])=O>>[CH2:1]([O:3][C:4]([C:6]1[N:10]2[CH:11]=[C:12]([Cl:30])[N:13]([C:14]3[C:19]([CH3:20])=[CH:18][C:17]([CH3:21])=[CH:16][C:15]=3[CH3:22])[C:9]2=[N:8][C:7]=1[C:24]([F:27])([F:26])[F:25])=[O:5])[CH3:2]. Procedure details: A solution of 6-oxo-2-trifluoromethyl-7-(2,4,6-trimethyl-phenyl)-6,7-dihydro-5H-imidazo[1,2-a]imidazole-3-carboxylic acid ethyl ester (3.04 g, 6.137 mol) in phosphorus oxychloride (70 mL) was heated at 150° C. for 72 h. The excess of phosphorus oxychloride was removed under reduced pressure, the residue was dissolved in saturated aqueous solution of sodium bicarbonate (100 mL) and extracted with ethyl acetate (5×50 mL). The combined organic extracts were dried with MgSO4. The solvent was removed... Isolated yield 46.9%. Reported procedure: Treatment of 2′-chloro-2-fluoro-6-methoxybiphenyl (17.0 g) with hydrogen bromide (33% in acetic acid, 60 mL) according to the procedure described for Example 69, Step 2 provided 7.5 g (57%) of 2′-chloro-6-fluorobiphenyl-2-ol as a colorless oil. RXN SMILES: [Cl:1][C:2]1[CH:7]=[CH:6][CH:5]=[CH:4][C:3]=1[C:8]1[C:13]([O:14]C)=[CH:12][CH:11]=[CH:10][C:9]=1[F:16]>Br>[Cl:1][C:2]1[CH:7]=[CH:6][CH:5]=[CH:4][C:3]=1[C:8]1[C:13]([OH:14])=[CH:12][CH:11]=[CH:10][C:9]=1[F:16]. Starting materials: ClC1=C(C=CC=C1)C1=C(C=CC=C1OC)F (2′-chloro-2-fluoro-6-methoxybiphenyl). Yields the product ClC1=C(C=CC=C1)C=1C(=CC=CC1F)O (2′-chloro-6-fluorobiphenyl-2-ol). Run in Br (hydrogen bromide). Reactants: N(=O)[O-].[Na+] (sodium nitrite), BrCCCC[Si](C)(C)C (4-bromobutyltrimethylsilane), O (water). Run in CS(=O)C (dimethyl sulfoxide). Conditions: time 3 hour. Product: [N+](=O)([O-])CCCC[Si](C)(C)C (4-nitrobutyltrimethylsilane). Yield: 44.8%. Reaction SMILES: [N:1]([O-:3])=[O:2].[Na+].Br[CH2:6][CH2:7][CH2:8][CH2:9][Si:10]([CH3:13])([CH3:12])[CH3:11].O>CS(C)=O>[N+:1]([CH2:6][CH2:7][CH2:8][CH2:9][Si:10]([CH3:13])([CH3:12])[CH3:11])([O-:3])=[O:2] |f:0.1|. Procedure: 4-Nitrobutyltrimethylsilane was prepared as follows: To a solution of 1.9 g (0.028 mol) of sodium nitrite in 30 ml of dimethyl sulfoxide was added 2.92 g (0.014 mol) of 4-bromobutyltrimethylsilane. After 3 hrs, 30 ml of water was added and the mixture was extracted with three 15 ml portions of carbon tetrachloride. The carbon tetrachloride solution was washed with 10 ml of water and dried over magnesium sulfate. The NMR spectrum showed 30% nitrite ester (CH2ONOδ4.57), and 70% nitro compound. Dis... As a reaction SMILES: [C:1]([C:3]1[CH:4]=[C:5]([CH:29]=[CH:30][CH:31]=1)[CH2:6][N:7]1[CH2:11][CH2:10][C@H:9]([NH:12][S:13]([C:16]2[CH:25]=[CH:24][C:23]3[C:18](=[CH:19][C:20]([O:26][CH3:27])=[CH:21][CH:22]=3)[CH:17]=2)(=[O:15])=[O:14])[C:8]1=[O:28])#[N:2].[F:32][C:33]1[CH:34]=[C:35]([CH:38]=[CH:39][CH:40]=1)[CH2:36]Br>>[C:1]([C:3]1[CH:4]=[C:5]([CH:29]=[CH:30][CH:31]=1)[CH2:6][N:7]1[CH2:11][CH2:10][C@H:9]([N:12]([CH2:36][C:35]2[CH:38]=[CH:39][CH:40]=[C:33]([F:32])[CH:34]=2)[S:13]([C:16]2[CH:25]=[CH:24][C:23]3[C:18](=[CH:19][C:20]([O:26][CH3:27])=[CH:21][CH:22]=3)[CH:17]=2)(=[O:15])=[O:14])[C:8]1=[O:28])#[N:2]. Procedure details: The title compound is prepared as described in EXAMPLE 25, Part A using 7-methoxynaphthalene-2-sulfonic acid [1-(3-cyanobenzyl)-2-oxopyrrolidin-3-(S)-yl]amide, prepared as described in EXAMPLE 43, part A, and 3-fluorobenzyl bromide. The crude product is purified by column chromatography eluting with gradient of 40% EtOAc/hexanes to 50% EtOAc/hexanes to afford the title compound as a white foam. Product: C(#N)C=1C=C(CN2C([C@H](CC2)N(S(=O)(=O)C2=CC3=CC(=CC=C3C=C2)OC)CC2=CC(=CC=C2)F)=O)C=CC1 (7-Methoxy-2-napthalenesulfonic acid [1-(3-cyanobenzyl)-2-oxopyrrolidin-3-(S)-yl]-(3-fluorobenzyl)amide). The reactants are C(#N)C=1C=C(CN2C([C@H](CC2)NS(=O)(=O)C2=CC3=CC(=CC=C3C=C2)OC)=O)C=CC1 (7-methoxynaphthalene-2-sulfonic acid [1-(3-cyanobenzyl)-2-oxopyrrolidin-3-(S)-yl]amide), FC=1C=C(CBr)C=CC1 (3-fluorobenzyl bromide). The reactants are C1CC(=O)N(C1=O)Br (NBS), C(C)(C)(C)C1=NC2=C(C3=NC4=CC(=C(C=C4N3C(=C2)C(C)(C)C)C)C)C=C1 (3,6-di-tert-butyl-8,9-dimethyl-4,6a,11-triazabenzo[a]fluorene). The solvent is CN(C)C=O (DMF). Reaction conditions: time 6 hour. The product is BrC=1C(=C(C=C2N3C(=CC4=C(C3=NC12)C=CC(=N4)C(C)(C)C)C(C)(C)C)C)C (10-Bromo-3,6-di-tert-butyl-8,9-dimethyl-4,6a,11-triazabenzo[a]-fluorene). Reaction SMILES: C1C(=O)N([Br:8])C(=O)C1.[C:9]([C:13]1[CH:35]=[CH:34][C:16]2[C:17]3[N:25]([C:26]([C:28]([CH3:31])([CH3:30])[CH3:29])=[CH:27][C:15]=2[N:14]=1)[C:24]1[C:19](=[CH:20][C:21]([CH3:33])=[C:22]([CH3:32])[CH:23]=1)[N:18]=3)([CH3:12])([CH3:11])[CH3:10]>CN(C=O)C>[Br:8][C:20]1[C:21]([CH3:33])=[C:22]([CH3:32])[CH:23]=[C:24]2[C:19]=1[N:18]=[C:17]1[N:25]2[C:26]([C:28]([CH3:29])([CH3:31])[CH3:30])=[CH:27][C:15]2[N:14]=[C:13]([C:9]([CH3:12])([CH3:10])[CH3:11])[CH:35]=[CH:34][C:16]=21. Procedure: 19.6 g (110 mmol) of NBS are added in portions to a solution, warmed to 100° C., of 36.0 g (100 mmol) of 3,6-di-tert-butyl-8,9-dimethyl-4,6a,11-triazabenzo[a]fluorene, L111, in 300 ml of DMF, and the mixture is subsequently stirred for a further 6 h. The reaction mixture is evaporated to about 150 ml in vacuo, stirred for a further 2 h, the precipitated crystals are filtered off with suction and finally washed twice with 50 ml of methanol each time. Yield: 33.8 g (77 mmol), 77%. Purity: 97% acco... The reactants are O1C=C[C@@H](O)[C@H](O)[C@H]1CO (glucal), O (H2O), C(C)(=O)OC(=C)C (isopropenyl acetate). Reaction conditions: time 27.5 hour. Yields the product C(C)(=O)O[C@@H]1C=CO[C@@H]([C@H]1O)COC(C)=O (3,6-di-O-acetylglucal). Yield: 60.0%. As a reaction SMILES: [O:1]1[C@H:8]([CH2:9][OH:10])[C@@H:6](O)[C@H:4]([OH:5])[CH:3]=[CH:2]1.[OH2:11].[C:12]([O:15][C:16]([CH3:18])=C)(=[O:14])[CH3:13]>>[C:2]([O:1][C@H:8]1[C@H:9]([OH:10])[C@@H:18]([CH2:16][O:15][C:12](=[O:14])[CH3:13])[O:5][CH:4]=[CH:6]1)(=[O:11])[CH3:3]. Procedure details: 1.02 g (7 mmol) of glucal, 0.5-0.7 ml of H2O and about 2 g of crushed molecular sieves are taken up in 25-50 ml of isopropenyl acetate, and 1 g of lipase from Pseudomonas spec. is added and the mixture is stirred at room temperature for 25-30 h. Filtration and concentration in vacuo are followed by chromatography on silica gel (ethyl acetate/hexane 2:3, v:v). 0.97-1.05 g (60-65%) of 3,6-di-O-acetylglucal are obtained. Reactants: C1COCCOCCOCCOCCOCCO1, Cc1n[nH]c(C)c1I, Cc1ccc(S(=O)(=O)OCC2COC(C)(C)O2)cc1, [K+], [K+], O=C([O-])[O-], CN(C)C=O. Product: Cc1nn(CC2COC(C)(C)O2)c(C)c1I. Reaction SMILES: [CH2:34]1[O:35][CH2:36][CH2:37][O:38][CH2:39][CH2:40][O:41][CH2:42][CH2:43][O:44][CH2:45][CH2:46][O:47][CH2:48][CH2:49][O:50][CH2:51]1.[CH3:1][c:2]1[n:3][nH:4][c:5]([CH3:8])[c:6]1[I:7].[CH3:9][c:10]1[cH:11][cH:12][c:13]([S:14]([O:15][CH2:20][CH:21]2[O:22][C:23]([CH3:26])([CH3:27])[O:24][CH2:25]2)(=[O:16])=[O:17])[cH:18][cH:19]1.[K+:28].[K+:29].[O-:30][C:31]([O-:32])=[O:33].[O:52]=[CH:53][N:54]([CH3:55])[CH3:56]>>[CH3:1][c:2]1[n:3]([CH2:20][CH:21]2[O:22][C:23]([CH3:26])([CH3:27])[O:24][CH2:25]2)[n:4][c:5]([CH3:8])[c:6]1[I:7].